describe an organic reaction: reactants, conditions, products, and yield From a dataset of the Open Reaction Database (ORD), a public repository of structured organic reaction records. The reactants are C(C#CC)OC1=CC=C(C=C1)C[C@@H](C(=O)OC)NC(=O)[C@H]([C@](C(=O)OC(C)(C)C)(CCC)O)\C=C\CCCCCNC(=O)OCC[Si](C)(C)C (tert-Butyl (E)-(2S,3S)-3-[(S)-2-(4-but-2-ynyloxy-phenyl)-1-methoxycarbonyl-ethylcarbamoyl]-2-hydroxy-2-propyl-10-(2-trimethylsilanyl-ethoxycarbonylamino)-dec-4-enoate). The reagents and catalysts are [Cl-].[Zn+2].[Cl-] (zinc chloride). Run in [N+](=O)([O-])C (nitromethane). Reaction conditions: time 4 hour. Product: NCCCCC/C=C/[C@@H]([C@](C(=O)OC(C)(C)C)(CCC)O)C(N[C@@H](CC1=CC=C(C=C1)OCC#CC)C(=O)OC)=O (tert-butyl (E)-(2S,3S)-10-amino-3-[(S)-2-(4-but-2-ynyloxy-phenyl)-1-methoxycarbonyl-ethylcarbamoyl]-2-hydroxy-2-propyl-dec-4-enoate). The yield is 80.7%. Reaction SMILES: [CH2:1]([O:5][C:6]1[CH:11]=[CH:10][C:9]([CH2:12][C@H:13]([NH:18][C:19]([C@@H:21](/[CH:34]=[CH:35]/[CH2:36][CH2:37][CH2:38][CH2:39][CH2:40][NH:41]C(OCC[Si](C)(C)C)=O)[C@@:22]([OH:33])([CH2:30][CH2:31][CH3:32])[C:23]([O:25][C:26]([CH3:29])([CH3:28])[CH3:27])=[O:24])=[O:20])[C:14]([O:16][CH3:17])=[O:15])=[CH:8][CH:7]=1)[C:2]#[C:3][CH3:4]>[N+](C)([O-])=O.[Cl-].[Zn+2].[Cl-]>[NH2:41][CH2:40][CH2:39][CH2:38][CH2:37][CH2:36]/[CH:35]=[CH:34]/[C@H:21]([C:19](=[O:20])[NH:18][C@H:13]([C:14]([O:16][CH3:17])=[O:15])[CH2:12][C:9]1[CH:10]=[CH:11][C:6]([O:5][CH2:1][C:2]#[C:3][CH3:4])=[CH:7][CH:8]=1)[C@@:22]([OH:33])([CH2:30][CH2:31][CH3:32])[C:23]([O:25][C:26]([CH3:28])([CH3:29])[CH3:27])=[O:24] |f:2.3.4|. Procedure: tert-Butyl (E)-(2S,3S)-3-[(S)-2-(4-but-2-ynyloxy-phenyl)-1-methoxycarbonyl-ethylcarbamoyl]-2-hydroxy-2-propyl-10-(2-trimethylsilanyl-ethoxycarbonylamino)-dec-4-enoate (298 mg, 0.415 mmol) was dissolved in nitromethane (1.5 mL), and zinc chloride (235 mg, 1.72 mmol) was then added at room temperature. The mixture was stirred for 4 hours, and then purified by preparative HPLC to obtain 192 mg (0.335 mmol, 81% yield) of tert-butyl (E)-(2S,3S)-10-amino-3-[(S)-2-(4-but-2-ynyloxy-phenyl)-1-methoxycarb... The reactants are ClCCCl, Cc1cnc(C(=O)O)s1, ClCCl, CC(C)(C)OC(=O)NN, On1nnc2ccccc21. Product: Cc1cnc(C(=O)NNC(=O)OC(C)(C)C)s1. Reaction SMILES: [CH2:10]([Cl:11])[CH2:12][Cl:13].[CH3:1][c:2]1[cH:3][n:4][c:5]([C:7](=[O:8])[OH:9])[s:6]1.[Cl:33][CH2:34][Cl:35].[NH:24]([NH2:25])[C:26](=[O:27])[O:28][C:29]([CH3:30])([CH3:31])[CH3:32].[OH:14][n:15]1[c:16]2[c:17]([cH:18][cH:19][cH:20][cH:21]2)[n:22][n:23]1>>[CH3:1][c:2]1[cH:3][n:4][c:5]([C:7](=[O:9])[NH:25][NH:24][C:26](=[O:27])[O:28][C:29]([CH3:30])([CH3:31])[CH3:32])[s:6]1. Starting materials: BrBr (Bromine), FC=1C=C(C(N)=CC1)C (4-fluoro-2-toluidine), C(C1=CC=CC=C1)Br (benzyl bromide). Yields the product FC=1C=C(C(NBr)=CC1)C (4-Fluoro-2-Toluidinylbromide). RXN SMILES: BrBr.[F:3][C:4]1[CH:5]=[C:6]([CH3:11])[C:7](=[CH:9][CH:10]=1)[NH2:8].C([Br:19])C1C=CC=CC=1>>[F:3][C:4]1[CH:5]=[C:6]([CH3:11])[C:7](=[CH:9][CH:10]=1)[NH:8][Br:19]. Procedure: Bromine (0.5 mole) is added over 1 hour to stirred 4-fluoro-2-toluidine (0.5 mole) at 100° C. illuminated with a high wattage lamp. The crude benzyl bromide is used as prepared. Starting materials: CCOC(=O)CBr, c1ccc(P(c2ccccc2)c2ccccc2)cc1, c1ccccc1. Yields the product [Br-], CCOC(=O)C[P+](c1ccccc1)(c1ccccc1)c1ccccc1. Reaction SMILES: [Br:1][CH2:2][C:3](=[O:4])[O:5][CH2:6][CH3:7].[c:8]1([P:14]([c:15]2[cH:16][cH:17][cH:18][cH:19][cH:20]2)[c:21]2[cH:22][cH:23][cH:24][cH:25][cH:26]2)[cH:9][cH:10][cH:11][cH:12][cH:13]1.[cH:27]1[cH:28][cH:29][cH:30][cH:31][cH:32]1>>[Br-:1].[CH2:2]([C:3](=[O:4])[O:5][CH2:6][CH3:7])[P+:14]([c:8]1[cH:9][cH:10][cH:11][cH:12][cH:13]1)([c:15]1[cH:16][cH:17][cH:18][cH:19][cH:20]1)[c:21]1[cH:22][cH:23][cH:24][cH:25][cH:26]1. The reactants are NN1CCCC1 (aminopyrrolidine), ClC=1C=C2C(=CC(NC2=CC1)=O)OC (6-chloro-4-methoxyquinoline-2(1H)-one), CN(C1=CC=CC=C1)C (N,N-dimethylaniline), P(=O)(Cl)(Cl)Cl (phosphorus oxychloride), ice water. Run at time 10 hour. Product: ClC1=NC2=CC=C(C=C2C(=C1)OC)Cl (2,6-dichloro-4-methoxyquinoline). Reaction SMILES: NN1CCCC1.[Cl:7][C:8]1[CH:9]=[C:10]2[C:15](=[CH:16][CH:17]=1)[NH:14][C:13](=O)[CH:12]=[C:11]2[O:19][CH3:20].CN(C)C1C=CC=CC=1.P(Cl)(Cl)([Cl:32])=O>>[Cl:32][C:13]1[CH:12]=[C:11]([O:19][CH3:20])[C:10]2[C:15](=[CH:16][CH:17]=[C:8]([Cl:7])[CH:9]=2)[N:14]=1. Reported procedure: Methyl 5-chloro-2-(2-(triphenyl-λ5-phosphanyliden)-acetylamino)benzoate (3.8 g) was heated at 180° C. for 1 h. The reactant was suspended in chloroform and diisopropyl ether. Solids were collected by filtration and dried to obtain 6-chloro-4-methoxyquinoline-2(1H)-one (1.1 g). (3) A mixture of 6-chloro-4-methoxyquinoline-2(1H)-one (1.1 g), N,N-dimethylaniline (1 mL), and phosphorus oxychloride (4 mL) was stirred at 80° C. to 90° C. for 10 h. The reaction solution was added dropwise to ice water ... The reactants are Brc1cccc2nccn12, [Cu+], CCCC[Sn](CCCC)(CCCC)c1nc(N2CCOCC2)c2sc(CN3CCN(C(C)(C)C(N)=O)CC3)cc2n1, C1COCCO1, c1ccc(P(c2ccccc2)(c2ccccc2)[Pd](P(c2ccccc2)(c2ccccc2)c2ccccc2)(P(c2ccccc2)(c2ccccc2)c2ccccc2)P(c2ccccc2)(c2ccccc2)c2ccccc2)cc1, O=C([O-])c1cccs1. Product: CC(C)(C(N)=O)N1CCN(Cc2cc3nc(-c4cccc5nccn45)nc(N4CCOCC4)c3s2)CC1. As a reaction SMILES: [Br:42][c:43]1[cH:44][cH:45][cH:46][c:47]2[n:48]1[cH:49][cH:50][n:51]2.[Cu+:66].[O:1]1[CH2:2][CH2:3][N:4]([c:7]2[c:8]3[c:9]([n:10][c:11]([Sn:13]([CH2:14][CH2:15][CH2:16][CH3:17])([CH2:18][CH2:19][CH2:20][CH3:21])[CH2:22][CH2:23][CH2:24][CH3:25])[n:12]2)[cH:26][c:27]([CH2:29][N:30]2[CH2:31][CH2:32][N:33]([C:36]([C:37](=[O:38])[NH2:39])([CH3:40])[CH3:41])[CH2:34][CH2:35]2)[s:28]3)[CH2:5][CH2:6]1.[O:52]1[CH2:53][CH2:54][O:55][CH2:56][CH2:57]1.[cH:67]1[cH:68][cH:69][c:70]([P:71]([Pd:72]([P:73]([c:74]2[cH:75][cH:76][cH:77][cH:78][cH:79]2)([c:80]2[cH:81][cH:82][cH:83][cH:84][cH:85]2)[c:86]2[cH:87][cH:88][cH:89][cH:90][cH:91]2)([P:92]([c:93]2[cH:94][cH:95][cH:96][cH:97][cH:98]2)([c:99]2[cH:100][cH:101][cH:102][cH:103][cH:104]2)[c:105]2[cH:106][cH:107][cH:108][cH:109][cH:110]2)[P:111]([c:112]2[cH:113][cH:114][cH:115][cH:116][cH:117]2)([c:118]2[cH:119][cH:120][cH:121][cH:122][cH:123]2)[c:124]2[cH:125][cH:126][cH:127][cH:128][cH:129]2)([c:130]2[cH:131][cH:132][cH:133][cH:134][cH:135]2)[c:136]2[cH:137][cH:138][cH:139][cH:140][cH:141]2)[cH:142][cH:143]1.[s:58]1[cH:59][cH:60][cH:61][c:62]1[C:63]([O-:64])=[O:65]>>[O:1]1[CH2:2][CH2:3][N:4]([c:7]2[c:8]3[c:9]([n:10][c:11](-[c:43]4[cH:44][cH:45][cH:46][c:47]5[n:48]4[cH:49][cH:50][n:51]5)[n:12]2)[cH:26][c:27]([CH2:29][N:30]2[CH2:31][CH2:32][N:33]([C:36]([C:37](=[O:38])[NH2:39])([CH3:40])[CH3:41])[CH2:34][CH2:35]2)[s:28]3)[CH2:5][CH2:6]1. Reactants: C(#N)C=1C=C(C=CC1)B(O)O (m-cyanophenyl boronic acid), BrC1=CC=C(C=C1)OCCN(C(OC(C)(C)C)=O)C1CCC(CC1)(C)C (1,1-dimethylethyl {2-[(4-bromophenyl)oxy]ethyl}(4,4-dimethylcyclohexyl)carbamate). Reagents/catalysts: C1=CC=C(C=C1)P([C-]2C=CC=C2)C3=CC=CC=C3.C1=CC=C(C=C1)P([C-]2C=CC=C2)C3=CC=CC=C3.Cl[Pd]Cl.[Fe+2] (PdCl2(dppf)). Run at temperature 80 celsius. Product: C(#N)C=1C=C(C=CC1)C1=CC=C(C=C1)OCCN(C(OC(C)(C)C)=O)C1CCC(CC1)(C)C (1,1-dimethylethyl {2-[(3′-cyano-4-biphenylyl)oxy]ethyl}(4,4-dimethylcyclohexyl)carbamate). As a reaction SMILES: [C:1]([C:3]1[CH:4]=[C:5](B(O)O)[CH:6]=[CH:7][CH:8]=1)#[N:2].Br[C:13]1[CH:18]=[CH:17][C:16]([O:19][CH2:20][CH2:21][N:22]([CH:30]2[CH2:35][CH2:34][C:33]([CH3:37])([CH3:36])[CH2:32][CH2:31]2)[C:23](=[O:29])[O:24][C:25]([CH3:28])([CH3:27])[CH3:26])=[CH:15][CH:14]=1>C1C=CC(P(C2C=CC=CC=2)[C-]2C=CC=C2)=CC=1.C1C=CC(P(C2C=CC=CC=2)[C-]2C=CC=C2)=CC=1.Cl[Pd]Cl.[Fe+2]>[C:1]([C:3]1[CH:4]=[C:5]([C:13]2[CH:18]=[CH:17][C:16]([O:19][CH2:20][CH2:21][N:22]([CH:30]3[CH2:31][CH2:32][C:33]([CH3:37])([CH3:36])[CH2:34][CH2:35]3)[C:23](=[O:29])[O:24][C:25]([CH3:28])([CH3:27])[CH3:26])=[CH:15][CH:14]=2)[CH:6]=[CH:7][CH:8]=1)#[N:2] |f:2.3.4.5|. Procedure: A mixture of m-cyanophenyl boronic acid (0.086 g; 0.59 mmol), 1,1-dimethylethyl {2-[(4-bromophenyl)oxy]ethyl}(4,4-dimethylcyclohexyl)carbamate (0.250 g; 0.59 mmol; Example V-8), PdCl2(dppf).CH2Cl2, 2M Na2CO3 (4 mL) and DME (4 mL) was sparged 5 min with N2 and then heated to 80° C. for 5 h. Upon cooling, the mixture was diluted with EtOAc, washed with water and the washing was back-extracted with EtOAc (×2). Combined organics were washed (water, brine), dried over Na2SO4, adsorbed onto a minimal ...